Task: describe an organic reaction: reactants, conditions, products, and yield. Dataset: the Open Reaction Database (ORD), a public repository of structured organic reaction records Reactants: C1(=CC=CC=C1)P(=O)(C1=CC=CC=C1)N=[N+]=[N-] (diphenylphosphoryl azide), C(C)(C)N(CC)C(C)C (diisopropylethylamine), C1(=CC=CC=C1)P(=O)(C1=CC=CC=C1)N=[N+]=[N-] (diphenylphosphoryl azide), OO (hydrogen peroxide), C(C)(C)(C)OC(=O)N1[C@H](C[C@H](C1)F)[C@H]([C@@H](C(=O)N1C(OC[C@@H]1C(C)C)=O)CC1=CC=CC=C1)O[Si](C)(C)C(C)(C)C (2-(R)-[2-(S)-benzyl-1-(S)-(tert-butyl-dimethylsilanyloxy)-3-(4-(S)-isopropyl-2-oxo-oxazolidin-3-yl)-3-oxopropyl]-4-(R)-fluoropyrrolidine-1-carboxylic acid tert-butyl ester), [OH-].[Li+] (lithium hydroxide), C(C)(C)N(CC)C(C)C (diisopropylethylamine). Run in ClCCl (dichloromethane), CO (methanol), C(C)(=O)OCC (ethyl acetate), C1CCOC1 (THF). Run at time 60 minute. The product is C(C)(C)(C)OC(=O)N1[C@H](C[C@H](C1)F)[C@H]([C@H](CC1=CC=CC=C1)C(=O)N=[N+]=[N-])O[Si](C)(C)C(C)(C)C (2-(R)-[2-(S)-Azidocarbonyl-1-(S)-(tert-butyl-dimethylsilanyloxy)-3-phenylpropyl]-4-(R)-fluoropyrrolidine-1-carboxylic acid tert-butyl ester). As a reaction SMILES: OO.[C:3]([O:7][C:8]([N:10]1[CH2:14][C@H:13]([F:15])[CH2:12][C@@H:11]1[C@@H:16]([O:36][Si:37]([C:40]([CH3:43])([CH3:42])[CH3:41])([CH3:39])[CH3:38])[C@H:17]([CH2:29][C:30]1[CH:35]=[CH:34][CH:33]=[CH:32][CH:31]=1)[C:18]([N:20]1[C@@H](C(C)C)COC1=O)=[O:19])=[O:9])([CH3:6])([CH3:5])[CH3:4].[OH-].[Li+].C(N(C(C)C)CC)(C)C.C1(P([N:69]=[N+:70]=[N-])(C2C=CC=CC=2)=O)C=CC=CC=1>C1COCC1.C(OCC)(=O)C.ClCCl.CO>[C:3]([O:7][C:8]([N:10]1[CH2:14][C@H:13]([F:15])[CH2:12][C@@H:11]1[C@@H:16]([O:36][Si:37]([C:40]([CH3:43])([CH3:42])[CH3:41])([CH3:39])[CH3:38])[C@@H:17]([C:18]([N:20]=[N+:69]=[N-:70])=[O:19])[CH2:29][C:30]1[CH:35]=[CH:34][CH:33]=[CH:32][CH:31]=1)=[O:9])([CH3:6])([CH3:5])[CH3:4] |f:2.3|. Reported procedure: Add an aqueous solution of hydrogen peroxide (30% solution, 2.7 mL, 28.1 mmol) dropwise to a solution of 2-(R)-[2-(S)-benzyl-1-(S)-(tert-butyl-dimethylsilanyloxy)-3-(4-(S)-isopropyl-2-oxo-oxazolidin-3-yl)-3-oxopropyl]-4-(R)-fluoropyrrolidine-1-carboxylic acid tert-butyl ester (2.779 g, 4.69 mmol) in THF (15 mL) at 0° C. Add 2 N lithium hydroxide (4.7 mL, 9.38 mmol) dropwise, stir 60 min and warm to room temperature. Add methanol (5 mL) and stir 18 h. Dilute with ethyl acetate and wash with 1 N H... The reactants are CCCCN, C1CCOC1, O=S(=O)(Cl)Cc1cccc(Cl)c1. Yields the product CCCCNS(=O)(=O)Cc1cccc(Cl)c1. As a reaction SMILES: [CH2:13]([CH2:14][CH2:15][CH3:16])[NH2:17].[CH2:18]1[O:19][CH2:20][CH2:21][CH2:22]1.[Cl:1][c:2]1[cH:3][c:4]([CH2:8][S:9](=[O:10])(=[O:11])[Cl:12])[cH:5][cH:6][cH:7]1>>[Cl:1][c:2]1[cH:3][c:4]([CH2:8][S:9](=[O:10])(=[O:11])[NH:17][CH2:13][CH2:14][CH2:15][CH3:16])[cH:5][cH:6][cH:7]1. Starting materials: [OH-].[K+] (potassium hydroxide), COC1=CC=C(C=C1)O (4-methoxyphenol), ClC1=C(C=C(C(=O)OC)C=C1[N+](=O)[O-])[N+](=O)[O-] (methyl 4-chloro-3,5-dinitrobenzoate). Solvent: O (water). Conditions: temperature 150 celsius. The product is [N+](=O)([O-])C=1C=C(C(=O)OC)C=C(C1OC1=CC=C(C=C1)OC)[N+](=O)[O-] (methyl 3,5-dinitro-4-(4-methoxyphenoxy)benzoate). Yield: 65.6%. RXN SMILES: [OH-].[K+].[CH3:3][O:4][C:5]1[CH:10]=[CH:9][C:8]([OH:11])=[CH:7][CH:6]=1.Cl[C:13]1[C:22]([N+:23]([O-:25])=[O:24])=[CH:21][C:16]([C:17]([O:19][CH3:20])=[O:18])=[CH:15][C:14]=1[N+:26]([O-:28])=[O:27]>O>[N+:26]([C:14]1[CH:15]=[C:16]([CH:21]=[C:22]([N+:23]([O-:25])=[O:24])[C:13]=1[O:11][C:8]1[CH:9]=[CH:10][C:5]([O:4][CH3:3])=[CH:6][CH:7]=1)[C:17]([O:19][CH3:20])=[O:18])([O-:28])=[O:27] |f:0.1|. Procedure: To a 100 ml round-bottomed flask containing potassium hydroxide (4.7 g; 82.0 mmol) dissolved in water (20 ml) was successively added 4-methoxyphenol (10.0 g; 80.6 mmol) and methyl 4-chloro-3,5-dinitrobenzoate (20.2 g; 77.5 mmol). The flask was fitted with a reflux condenser and the reaction heated at 150° C. (oil bath) for 3 hours. After cooling to room temp, the reaction mixture was transferred to a large mortar and triturated with cold 2N NaOH (100 ml) to remove unreacted phenol. The solid was... The reactants are [Si](C)(C)(C(C)(C)C)O[C@@H](CNCCCCCCCCNC(=O)C=1C=C(C=CC1)S(=O)(=O)C=1C=C2C(=C(C=NC2=C(C1)C)C(=O)N)NC1=CC(=CC=C1)OC)C1=C2C=CC(NC2=C(C=C1)O)=O ((R)-6-[[3-[[8-[[2-[(tert-Butyldimethylsilyl)oxy]-2-(8-hydroxy-2-oxo-1,2-dihydroquinolin-5-yl]ethyl]amino]octyl]carbamoyl]phenyl]sulfonyl]-4-[(3-methoxyphenyl)amino]-8-methylquinoline-3-carboxamide), C51H62N5O8SSi, NC[C@H](O)C1=CC(=C(C=C1)O)CO[Si](C)(C)C(C)(C)C ((R)-4-(2-Amino-1-hydroxyethyl)-2-[[(tert-butyldimethylsilyl)oxy]methyl]phenol), COC=1C=C(C=CC1)NC1=C(C=NC2=C(C=C(C=C12)S(=O)(=O)C1=CC(=CC=C1)C(NC1=CC=C(C=C1)CCCCC=O)=O)C)C(=O)N (4-[(3-Methoxyphenyl)amino]-8-methyl-6-[[3-[[4-(5-oxopentyl)phenyl]carbamoyl]phenyl]sulfonyl]quinoline-3-carboxamide). The product is [Si](C)(C)(C(C)(C)C)OCC=1C=C(C=CC1O)[C@H](CNCCCCCC1=CC=C(C=C1)NC(=O)C=1C=C(C=CC1)S(=O)(=O)C=1C=C2C(=C(C=NC2=C(C1)C)C(=O)N)NC1=CC(=CC=C1)OC)O ((R)-6-[[3-[[4-[5-[[2-[3-[[(tert-Butyldimethylsilyl)oxy]methyl]-4-hydroxyphenyl]-2-hydroxyethyl]amino]pentyl]phenyl]carbamoyl]phenyl]sulfonyl]-4-[(3-methoxyphenyl)amino]-8-methylquinoline-3-carboxamide). As a reaction SMILES: [Si](O[C@H](C1C=CC(O)=C2C=1C=CC(=O)N2)CNCCCCCCCCNC(C1C=C(S(C2C=C3C(=C(C)C=2)N=CC(C(N)=O)=C3NC2C=CC=C(OC)C=2)(=O)=O)C=CC=1)=O)(C(C)(C)C)(C)C.[NH2:67][CH2:68][C@@H:69]([C:71]1[CH:76]=[CH:75][C:74]([OH:77])=[C:73]([CH2:78][O:79][Si:80]([C:83]([CH3:86])([CH3:85])[CH3:84])([CH3:82])[CH3:81])[CH:72]=1)[OH:70].[CH3:87][O:88][C:89]1[CH:90]=[C:91]([NH:95][C:96]2[C:105]3[C:100](=[C:101]([CH3:130])[CH:102]=[C:103]([S:106]([C:109]4[CH:114]=[CH:113][CH:112]=[C:111]([C:115](=[O:129])[NH:116][C:117]5[CH:122]=[CH:121][C:120]([CH2:123][CH2:124][CH2:125][CH2:126][CH:127]=O)=[CH:119][CH:118]=5)[CH:110]=4)(=[O:108])=[O:107])[CH:104]=3)[N:99]=[CH:98][C:97]=2[C:131]([NH2:133])=[O:132])[CH:92]=[CH:93][CH:94]=1>>[Si:80]([O:79][CH2:78][C:73]1[CH:72]=[C:71]([C@@H:69]([OH:70])[CH2:68][NH:67][CH2:127][CH2:126][CH2:125][CH2:124][CH2:123][C:120]2[CH:121]=[CH:122][C:117]([NH:116][C:115]([C:111]3[CH:110]=[C:109]([S:106]([C:103]4[CH:104]=[C:105]5[C:100](=[C:101]([CH3:130])[CH:102]=4)[N:99]=[CH:98][C:97]([C:131]([NH2:133])=[O:132])=[C:96]5[NH:95][C:91]4[CH:92]=[CH:93][CH:94]=[C:89]([O:88][CH3:87])[CH:90]=4)(=[O:107])=[O:108])[CH:114]=[CH:113][CH:112]=3)=[O:129])=[CH:118][CH:119]=2)[CH:76]=[CH:75][C:74]=1[OH:77])([C:83]([CH3:86])([CH3:85])[CH3:84])([CH3:81])[CH3:82]. Procedure details: The title compound was synthesized in a manner analogous to that described for Intermediate 148, using Intermediate 9 in place of Intermediate 2 and Intermediate 120 in place of Intermediate 112. ES/MS calcd. for C51H62N5O8SSi+ 932.40. Found m/z=932.4 (M+H)+. RXN SMILES: [C:1]1([OH:7])[CH:6]=[CH:5][CH:4]=[CH:3][CH:2]=1.[C:8](OC(=O)C)(=[O:10])[CH3:9]>>[CH3:9][C:8]([C:4]1[CH:3]=[CH:2][C:1]([OH:7])=[CH:6][CH:5]=1)=[O:10]. Procedure: acylating phenol with acetic anhydride to produce 4-hydroxyacetophenone; and Reactants: C1(=CC=CC=C1)O (phenol), C(C)(=O)OC(C)=O (acetic anhydride). Product: CC(=O)C=1C=CC(=CC1)O (4-hydroxyacetophenone). The reactants are COc1cccc(C(=O)COc2ccccc2C(N)=O)c1, CCOC(C)=O, CCOCC, Cc1ccccc1, Cc1ccc(S(=O)(=O)O)cc1. Yields the product COc1cccc(C2=COc3ccccc3C(=O)N2)c1. RXN SMILES: [CH3:1][O:2][c:3]1[cH:4][c:5]([C:9]([CH2:10][O:11][c:12]2[c:13]([C:14](=[O:15])[NH2:16])[cH:17][cH:18][cH:19][cH:20]2)=[O:21])[cH:6][cH:7][cH:8]1.[CH3:33][CH2:34][O:35][C:36](=[O:37])[CH3:38].[CH3:39][CH2:40][O:41][CH2:42][CH3:43].[CH3:44][c:45]1[cH:46][cH:47][cH:48][cH:49][cH:50]1.[c:22]1([CH3:23])[cH:24][cH:25][c:26]([S:27]([OH:28])(=[O:29])=[O:30])[cH:31][cH:32]1>>[CH3:1][O:2][c:3]1[cH:4][c:5]([C:9]2=[CH:10][O:11][c:12]3[c:13]([cH:17][cH:18][cH:19][cH:20]3)[C:14](=[O:15])[NH:16]2)[cH:6][cH:7][cH:8]1. The reactants are C(#N)C1=NC(=CC=C1)C (2-cyano-6-methylpyridine), ClC1=CC(=C(C#N)C=C1)C (4-chloro-2-methylbenzonitrile), C(#N)C1=NC=CC=C1 (2-cyanopyridine), CC1=C(C#N)C=CC=C1 (2-methylbenzonitrile). The product is Cl.NC1=NC(=CC2=CC=CC=C12)C1=NC(=CC=C1)C (1-amino-3-(6-methyl-2-pyridyl)-isoquinoline hydrochloride). As a reaction SMILES: [C:1]([C:3]1[CH:8]=[CH:7][CH:6]=[C:5]([CH3:9])[N:4]=1)#[N:2].C(C1C=CC=CN=1)#N.[CH3:18][C:19]1[CH:26]=[CH:25][CH:24]=[CH:23][C:20]=1[C:21]#[N:22].[Cl:27]C1C=CC(C#N)=C(C)C=1>>[ClH:27].[NH2:22][C:21]1[C:20]2[C:19](=[CH:26][CH:25]=[CH:24][CH:23]=2)[CH:18]=[C:1]([C:3]2[CH:8]=[CH:7][CH:6]=[C:5]([CH3:9])[N:4]=2)[N:2]=1 |f:4.5|. Procedure details: Using the method of Example VII, but substituting 2-cyano-6-methylpyridine for the 2-cyanopyridine and 2-methylbenzonitrile for the 4-chloro-2-methylbenzonitrile, there was obtained 1-amino-3-(6-methyl-2-pyridyl)-isoquinoline hydrochloride. The compound was crystallized from isopropyl alcohol. Melting point 263.5°-264.5° C.